describe an organic reaction: reactants, conditions, products, and yield From a dataset of the Open Reaction Database (ORD), a public repository of structured organic reaction records. Reactants: Cc1ccc(S(=O)(=O)O)cc1, Cc1ccccc1, O=Cc1ccccc1, CC(C)OC(C)C, O, OCC(O)CO. The product is OC1COC(c2ccccc2)OC1. RXN SMILES: [CH3:15][c:16]1[cH:17][cH:18][c:19]([S:20](=[O:21])(=[O:22])[OH:23])[cH:24][cH:25]1.[CH3:27][c:28]1[cH:29][cH:30][cH:31][cH:32][cH:33]1.[CH:1](=[O:2])[c:3]1[cH:4][cH:5][cH:6][cH:7][cH:8]1.[CH:34]([O:35][CH:36]([CH3:37])[CH3:38])([CH3:39])[CH3:40].[OH2:26].[OH:9][CH2:10][CH:11]([OH:12])[CH2:13][OH:14]>>[CH:1]1([c:3]2[cH:4][cH:5][cH:6][cH:7][cH:8]2)[O:2][CH2:13][CH:11]([OH:12])[CH2:10][O:9]1. Starting materials: S(=O)(Cl)Cl (thionyl chloride), 14, FC1=CC(=C(C=C1)CO)C (4-fluoro-2-methylbenzenemethanol), CN(C=O)C (N,N-dimethylformamide). Run in CC1=CC=CC=C1 (methylbenzene), CC1=CC=CC=C1 (methylbenzene), ice water. Conditions: time 1 hour. Product: 17, ClCC1=C(C=C(C=C1)F)C (1-(chloromethyl)-4-fluoro-2-methylbenzene). The yield is 100.0%. RXN SMILES: S(Cl)([Cl:3])=O.[F:5][C:6]1[CH:11]=[CH:10][C:9]([CH2:12]O)=[C:8]([CH3:14])[CH:7]=1.CN(C)C=O>CC1C=CC=CC=1>[Cl:3][CH2:12][C:9]1[CH:10]=[CH:11][C:6]([F:5])=[CH:7][C:8]=1[CH3:14]. Procedure details: To 14.3 parts of thionyl chloride is added dropwise a solution of 14 parts of 4-fluoro-2-methylbenzenemethanol and 0.9 parts of N,N-dimethylformamide in 45 parts of methylbenzene while cooling in ice-water. Then there are added 135 parts of methylbenzene and stirring is continued for 1 hour at room temperature. The reaction mixture is evaporated, yielding 17 parts (100%) of 1-(chloromethyl)-4-fluoro-2-methylbenzene as a residue. Reactants: C(C)(C)NC(C)C (diisopropylamine), [Li]CCCC (nBuLi), C(C(C)C)OC(C(C)C)=O (isobutylisobutyrate), [Si](C)(C)(C)Cl (TMS-Cl). The solvent is C1CCOC1 (THF), C1CCOC1 (THF). Reaction conditions: temperature 0 celsius, time 30 minute. Product: C(C(C)C)OC(=C(C)C)O[Si](C)(C)C ((1-isobutoxy-2-methyl-propenyloxy)-trimethyl-silane). The yield is 77.8%. As a reaction SMILES: C(NC(C)C)(C)C.[Li]CCCC.[CH2:13]([O:17][C:18](=[O:22])[CH:19]([CH3:21])[CH3:20])[CH:14]([CH3:16])[CH3:15].[Si:23](Cl)([CH3:26])([CH3:25])[CH3:24]>C1COCC1>[CH2:13]([O:17][C:18]([O:22][Si:23]([CH3:26])([CH3:25])[CH3:24])=[C:19]([CH3:21])[CH3:20])[CH:14]([CH3:16])[CH3:15]. Reported procedure: Step 1 To a solution of diisopropylamine (2.94 mL, 20.8 mmol) in THF (20 mL) under nitrogen at 0° C. was added nBuLi (2.5M in hexanes, 8.32 mL, 20.8 mmol, 1 eq.) and the solution stirred at 0° C. for 30 min. The solution was cooled to −78° C. and then a solution of isobutylisobutyrate (3.49 mL, 20.8 mmol) in THF (6 mL) was added dropwise and then the reaction stirred at −78° C. for 1 h. TMS-Cl (3.19 mL, 25 mmol) was then added dropwise and the reaction allowed to warm to room temperature over 3 ... Reactants: O1CCOC12CCC(CC2)NC2=C(C(=NC=C2)COC)OC (4-(1,4-dioxaspiro[4,5]dec-8-yl)amino-3-methoxy-2-methoxymethylpyridine). Solvent: C(=O)O (formic acid). The product is O=C1CCC(CC1)NC1=C(C(=NC=C1)COC)OC (4-(4-Oxocyclohexylamino]-3-methoxy-2-methoxymethylpyridine). Isolated yield 89.9%. Reaction SMILES: O1[C:5]2([CH2:10][CH2:9][CH:8]([NH:11][C:12]3[CH:17]=[CH:16][N:15]=[C:14]([CH2:18][O:19][CH3:20])[C:13]=3[O:21][CH3:22])[CH2:7][CH2:6]2)[O:4]CC1>C(O)=O>[O:4]=[C:5]1[CH2:10][CH2:9][CH:8]([NH:11][C:12]2[CH:17]=[CH:16][N:15]=[C:14]([CH2:18][O:19][CH3:20])[C:13]=2[O:21][CH3:22])[CH2:7][CH2:6]1. Reported procedure: 4.4 g of 4-(1,4-dioxaspiro[4,5]dec-8-yl)amino-3-methoxy-2-methoxymethylpyridine (Example 59) is left to stand in 100 ml of 98% formic acid for 17 hours. The mixture is then concentrated, and the residue is extracted by shaking with 2N NaOH and CH2Cl2. After the organic phase has been concentrated, 3.4 g=89.9% of crystals are obtained. Starting materials: CS(=O)c1ccccc1N, CC(=O)[O-], CC(=O)CC(C)=O, CCO, [K+], O=N[O-], [Na+], O, O=[N+]([O-])O, O=P(O)(O)O. Yields the product CC(=O)C(=NNc1ccccc1S(C)=O)C(C)=O. As a reaction SMILES: [CH3:1][S:2](=[O:3])[c:4]1[c:5]([NH2:6])[cH:7][cH:8][cH:9][cH:10]1.[CH3:25][C:26](=[O:27])[O-:28].[CH3:29][C:30](=[O:31])[CH2:32][C:33]([CH3:34])=[O:35].[CH3:37][CH2:38][OH:39].[K+:24].[N:20]([O-:21])=[O:22].[Na+:23].[OH2:36].[OH:16][N+:17](=[O:18])[O-:19].[P:11](=[O:12])([OH:13])([OH:14])[OH:15]>>[CH3:1][S:2](=[O:3])[c:4]1[c:5]([NH:6][N:20]=[C:32]([C:30]([CH3:29])=[O:31])[C:33]([CH3:34])=[O:35])[cH:7][cH:8][cH:9][cH:10]1.